Dataset: the Open Reaction Database (ORD), a public repository of structured organic reaction records. Task: describe an organic reaction: reactants, conditions, products, and yield Starting materials: Cl.COC([C@@H](N)CC1=CC=C(C=C1)C=1C(N(C=CC1C)C)=O)=O (4-(1,4-dimethyl-2-oxo-3-pyridinyl)-L-phenylalanine methyl ester hydrochloride salt), ClC1=C(C(=O)Cl)C(=CC=C1)Cl (2,6-dichlorobenzoyl chloride), CCN(C(C)C)C(C)C (DIEA). Solvent: ClCCl (dichloromethane). Conditions: time 5 minute. Yields the product COC([C@@H](NC(=O)C1=C(C=CC=C1Cl)Cl)CC1=CC=C(C=C1)C=1C(N(C=CC1C)C)=O)=O (N-[(2,6-dichlorophenyl)carbonyl]-4-(1,4-dimethyl-2-oxo-3-pyridinyl)-L-phenylalanine methyl ester). Yield: 48.6%. As a reaction SMILES: Cl.[CH3:2][O:3][C:4](=[O:23])[C@H:5]([CH2:7][C:8]1[CH:13]=[CH:12][C:11]([C:14]2[C:15](=[O:22])[N:16]([CH3:21])[CH:17]=[CH:18][C:19]=2[CH3:20])=[CH:10][CH:9]=1)[NH2:6].[Cl:24][C:25]1[CH:33]=[CH:32][CH:31]=[C:30]([Cl:34])[C:26]=1[C:27](Cl)=[O:28].CCN(C(C)C)C(C)C>ClCCl>[CH3:2][O:3][C:4](=[O:23])[C@H:5]([CH2:7][C:8]1[CH:9]=[CH:10][C:11]([C:14]2[C:15](=[O:22])[N:16]([CH3:21])[CH:17]=[CH:18][C:19]=2[CH3:20])=[CH:12][CH:13]=1)[NH:6][C:27]([C:26]1[C:25]([Cl:24])=[CH:33][CH:32]=[CH:31][C:30]=1[Cl:34])=[O:28] |f:0.1|. Procedure: To a suspension of 4-(1,4-dimethyl-2-oxo-3-pyridinyl)-L-phenylalanine methyl ester hydrochloride salt (34 mg, 0.1 mmol) and 2,6-dichlorobenzoyl chloride (25 mg, 0.12 mmol) in dichloromethane (2 mL) was added DIEA (174 μL, 1.0 mmol) at room temperature. After 5 min, a clear solution was obtained which was stirred for 72 h. Then, the mixture was concentrated, the residue was dissolved in ethyl acetate (25 mL), was washed with 0.5 N HCl (25 mL), saturated NaHCO3 solution (25 mL), brine solution (15... The reactants are BrC=1C=NC=2N(C1)N=C(C2)C(=O)O (6-bromo-pyrazolo[1,5-a]pyrimidine-2-carboxylic acid), C(C)N(C=1C=C2CCNC(C2=CC1)C)CC (Diethyl-(1-methyl-1,2,3,4-tetrahydro-isoquinolin-6-yl)-amine). Product: BrC=1C=NC=2N(C1)N=C(C2)C(=O)N2C(C1=CC=C(C=C1CC2)N(CC)CC)C ((6-Bromo-pyrazolo[1,5-a]pyrimidin-2-yl)-(6-diethylamino-1-methyl-3,4-dihydro-1H-isoquinolin-2-yl)-methanone). RXN SMILES: [Br:1][C:2]1[CH:3]=[N:4][C:5]2[N:6]([N:8]=[C:9]([C:11]([OH:13])=O)[CH:10]=2)[CH:7]=1.[CH2:14]([N:16]([CH2:28][CH3:29])[C:17]1[CH:18]=[C:19]2[C:24](=[CH:25][CH:26]=1)[CH:23]([CH3:27])[NH:22][CH2:21][CH2:20]2)[CH3:15]>>[Br:1][C:2]1[CH:3]=[N:4][C:5]2[N:6]([N:8]=[C:9]([C:11]([N:22]3[CH2:21][CH2:20][C:19]4[C:24](=[CH:25][CH:26]=[C:17]([N:16]([CH2:28][CH3:29])[CH2:14][CH3:15])[CH:18]=4)[CH:23]3[CH3:27])=[O:13])[CH:10]=2)[CH:7]=1. Procedure details: In close analogy to the procedure described in Example 1, 6-bromo-pyrazolo[1,5-a]pyrimidine-2-carboxylic acid is reacted with Diethyl-(1-methyl-1,2,3,4-tetrahydro-isoquinolin-6-yl)-amine to provide the title compound in moderate yield. Starting materials: OCC1=C(C=CC=2OCOC21)CO ((4-Hydroxymethyl-1,3-benzodioxol-5-yl)methanol), S(=O)(Cl)Cl (thionyl chloride), C(Cl)Cl (methylene chloride). Conditions: time 1 hour. The product is ClCC1=C(C=CC=2OCOC21)CCl (4,5-Bis(chloromethyl)-1,3-benzodioxole). As a reaction SMILES: O[CH2:2][C:3]1[C:11]2[O:10][CH2:9][O:8][C:7]=2[CH:6]=[CH:5][C:4]=1CO.S(Cl)([Cl:16])=O.[CH2:18]([Cl:20])Cl>>[Cl:16][CH2:2][C:3]1[C:11]2[O:10][CH2:9][O:8][C:7]=2[CH:6]=[CH:5][C:4]=1[CH2:18][Cl:20]. Procedure details: A 0° C. solution of (4-hydroxymethyl-1,3-benzodioxol-5-yl)methanol (8.55 g, 47.0 mmoles) from Example 58A in anhydrous methylene chloride (50 mL) was treated dropwise with thionyl chloride (17 mL, 235 mmoles). The mixture was stirred one hour at room temperature and then concentrated under reduced pressure to afford the title compound. MS (DCI) m/z 218 (M+H)+. Isolated yield 99.0%. Reaction conditions: time 18 hour. As a reaction SMILES: [Cl:1][C:2]1[CH:3]=[C:4]([C:13]([OH:15])=O)[C:5](=[O:12])[N:6]([CH:9]([CH3:11])[CH3:10])[C:7]=1[CH3:8].C(Cl)(=O)C(Cl)=O.[NH2:22][CH2:23][CH:24]1[CH2:29][CH2:28][N:27]([C:30]([O:32][C:33]([CH3:36])([CH3:35])[CH3:34])=[O:31])[CH2:26][CH2:25]1.C(N(CC)C(C)C)(C)C>ClCCl.CN(C)C=O>[Cl:1][C:2]1[CH:3]=[C:4]([C:13]([NH:22][CH2:23][CH:24]2[CH2:29][CH2:28][N:27]([C:30]([O:32][C:33]([CH3:36])([CH3:35])[CH3:34])=[O:31])[CH2:26][CH2:25]2)=[O:15])[C:5](=[O:12])[N:6]([CH:9]([CH3:10])[CH3:11])[C:7]=1[CH3:8]. Run in CN(C=O)C (N,N-dimethylformamide), ClCCl (dichloromethane). Reactants: NCC1CCN(CC1)C(=O)OC(C)(C)C (tert-butyl 4-(aminomethyl)piperidine-1-carboxylate), C(C)(C)N(C(C)C)CC (N,N-diisopropylethylamine), ClC=1C=C(C(N(C1C)C(C)C)=O)C(=O)O (5-chloro-1-isopropyl-6-methyl-2-oxo-1,2-dihydropyridine-3-carboxylic acid), Example 1(7), C(C(=O)Cl)(=O)Cl (oxalyl chloride). Reported procedure: To a solution of 5-chloro-1-isopropyl-6-methyl-2-oxo-1,2-dihydropyridine-3-carboxylic acid as prepared in Example 1(7) (2.66 g, 11.6 mmol) in dichloromethane (30 mL) were added oxalyl chloride (4.41 g, 34.8 mmol) and a drop of N,N-dimethylformamide at room temperature, and the mixture was stirred at room temperature for 2 h. The solvent and excess amounts of oxalyl chloride were removed in vacuo. The residue was dissolved in dichloromethane (80 mL). To the resulting solution were added tert-buty... Product: ClC=1C=C(C(N(C1C)C(C)C)=O)C(=O)NCC1CCN(CC1)C(=O)OC(C)(C)C (tert-Butyl 4-({[(5-chloro-1-isopropyl-6-methyl-2-oxo-1,2-dihydropyridin-3-yl)carbonyl]amino}methyl)piperidine-1-carboxylate). Starting materials: C(C)(C)(C)OC(N[C@H]1CNC2=C(N(C1=O)CC(F)(F)F)C=CC=C2)=O ([(S)-2-oxo-1-(2,2,2-trifluoro-ethyl)-2,3,4,5-tetrahydro-1H-benzo[b][1,4]diazepin-3-yl]-carbamic acid tert-butyl ester), C(=O)=O (carbon dioxide), BrCC1CC1 (bromomethyl-cyclopropane), C([O-])([O-])=O.[Cs+].[Cs+] (cesium carbonate). Yields the product C1(CC1)COC(=O)N1C2=C(N(C([C@H](C1)NC(=O)OC(C)(C)C)=O)CC(F)(F)F)C=CC=C2 ((S)-3-tert-Butoxycarbonylamino-4-oxo-5-(2,2,2-trifluoro-ethyl)-2,3,4,5-tetrahydro-benzo[b][1,4]diazepine-1-carboxylic acid cyclopropylmethyl ester). RXN SMILES: [C:1]([O:5][C:6](=[O:25])[NH:7][C@@H:8]1[C:14](=[O:15])[N:13]([CH2:16][C:17]([F:20])([F:19])[F:18])[C:12]2[CH:21]=[CH:22][CH:23]=[CH:24][C:11]=2[NH:10][CH2:9]1)([CH3:4])([CH3:3])[CH3:2].[C:26](=[O:28])=[O:27].Br[CH2:30][CH:31]1[CH2:33][CH2:32]1.C(=O)([O-])[O-].[Cs+].[Cs+]>>[CH:31]1([CH2:30][O:27][C:26]([N:10]2[CH2:9][C@H:8]([NH:7][C:6]([O:5][C:1]([CH3:4])([CH3:2])[CH3:3])=[O:25])[C:14](=[O:15])[N:13]([CH2:16][C:17]([F:20])([F:19])[F:18])[C:12]3[CH:21]=[CH:22][CH:23]=[CH:24][C:11]2=3)=[O:28])[CH2:33][CH2:32]1 |f:3.4.5|. Procedure details: In an analogous manner to that described in Example 106a, the reaction of [(S)-2-oxo-1-(2,2,2-trifluoro-ethyl)-2,3,4,5-tetrahydro-1H-benzo[b][1,4]diazepin-3-yl]-carbamic acid tert-butyl ester [Example 107b] with carbon dioxide and bromomethyl-cyclopropane in presence of cesium carbonate yielded the title compound as a white foam; MS: m/e=475 (M+NH4)+.